This data is from the Open Reaction Database (ORD), a public repository of structured organic reaction records. The task is: describe an organic reaction: reactants, conditions, products, and yield Starting materials: C1(=CC=CC=C1)C(CN)C1=C(C=CC=C1)C (2-phenyl-2-o-tolylethanamine), BrC1=C(C=CC=C1)C(=O)C1=CC=CC=C1 ((2-bromophenyl)(phenyl)methanone). The product is BrC1=C(C=CC=C1)C(CN)C1=CC=CC=C1 (2-(2-bromophenyl)-2-phenylethanamine). Reaction SMILES: [C:1]1([CH:7]([C:10]2[CH:15]=[CH:14][CH:13]=[CH:12][C:11]=2C)[CH2:8][NH2:9])[CH:6]=[CH:5][CH:4]=[CH:3][CH:2]=1.[Br:17]C1C=CC=CC=1C(C1C=CC=CC=1)=O>>[Br:17][C:11]1[CH:12]=[CH:13][CH:14]=[CH:15][C:10]=1[CH:7]([C:1]1[CH:2]=[CH:3][CH:4]=[CH:5][CH:6]=1)[CH2:8][NH2:9]. Reported procedure: The title material was prepared as described for the synthesis of 2-phenyl-2-o-tolylethanamine (Example FF) in using (2-bromophenyl)(phenyl)methanone. 1H NMR (400 MHz, DMSO-d6) δ ppm: 3.15 (2H, dd, J=7.45, 2.65 Hz) 4.36 1H, (t, J=7.45 Hz) 7.12-7.20 (2H, m) 7.22-7.29 (5H, m) 7.38 (1H, td, J=7.52, 1.14 Hz) 7.48 (1H, dd, J=7.71, 1.64 Hz) 7.58 (1H, dd, J=7.83, 1.26 Hz).